Dataset: the Open Reaction Database (ORD), a public repository of structured organic reaction records. Task: describe an organic reaction: reactants, conditions, products, and yield RXN SMILES: [CH2:14]([Al+:15][CH2:16][CH:17]([CH3:18])[CH3:19])[CH:20]([CH3:21])[CH3:22].[CH2:23]1[O:24][CH2:25][CH2:26][CH2:27]1.[CH3:1][c:2]1[cH:3][cH:4][c:5]([CH2:7][CH2:8][C:9](=[O:10])[O:11][CH3:12])[o:6]1.[H-:13].[OH2:28]>>[CH3:1][c:2]1[cH:3][cH:4][c:5]([CH2:7][CH2:8][CH2:9][OH:10])[o:6]1. Yields the product Cc1ccc(CCCO)o1. Reactants: CC(C)C[Al+]CC(C)C, C1CCOC1, COC(=O)CCc1ccc(C)o1, [H-], O. The reactants are C(C)(=O)OCC1=C(C=C(C=C1N1C(C=2N(C=3CCCCC3C2)CC1)=O)F)B1OC(C(O1)(C)C)(C)C (2-(4,4,5,5-Tetramethyl-[1,3,2]dioxaborolan-2-yl)-4-fluoro-6-(1-oxo-3,4,6,7,8,9-hexahydropyrazino[1,2-a]indol-2(1H)-yl)benzyl Acetate), BrC=1N=C(C(N(C1)C)=O)NC=1C=C2CCN(CC2=CC1)C (5-Bromo-1-methyl-3-(2-methyl-1,2,3,4-tetrahydroisoquinolin-6-ylamino)pyrazin-2(1H)-one). The product is C(C)(=O)OCC1=C(C=C(C=C1N1C(C=2N(C=3CCCCC3C2)CC1)=O)F)C=1N=C(C(N(C1)C)=O)NC=1C=C2CCN(CC2=CC1)C (4-Fluoro-2-(4-methyl-6-(2-methyl-1,2,3,4-tetrahydroisoquinolin-6-ylamino)-5-oxo-4,5-dihydropyrazin-2-yl)-6-(1-oxo-3,4,6,7,8,9-hexahydropyrazino[1,2-a]indol-2(1H)-yl)benzyl acetate). Isolated yield 58.0%. As a reaction SMILES: [C:1]([O:4][CH2:5][C:6]1[C:11]([N:12]2[CH2:24][CH2:23][N:15]3[C:16]4[CH2:17][CH2:18][CH2:19][CH2:20][C:21]=4[CH:22]=[C:14]3[C:13]2=[O:25])=[CH:10][C:9]([F:26])=[CH:8][C:7]=1B1OC(C)(C)C(C)(C)O1)(=[O:3])[CH3:2].Br[C:37]1[N:38]=[C:39]([NH:45][C:46]2[CH:47]=[C:48]3[C:53](=[CH:54][CH:55]=2)[CH2:52][N:51]([CH3:56])[CH2:50][CH2:49]3)[C:40](=[O:44])[N:41]([CH3:43])[CH:42]=1>>[C:1]([O:4][CH2:5][C:6]1[C:11]([N:12]2[CH2:24][CH2:23][N:15]3[C:16]4[CH2:17][CH2:18][CH2:19][CH2:20][C:21]=4[CH:22]=[C:14]3[C:13]2=[O:25])=[CH:10][C:9]([F:26])=[CH:8][C:7]=1[C:37]1[N:38]=[C:39]([NH:45][C:46]2[CH:47]=[C:48]3[C:53](=[CH:54][CH:55]=2)[CH2:52][N:51]([CH3:56])[CH2:50][CH2:49]3)[C:40](=[O:44])[N:41]([CH3:43])[CH:42]=1)(=[O:3])[CH3:2]. Reported procedure: Following Example 148b, 290 mg of 4-fluoro-2-(1-oxo-3,4,6,7,8,9-hexahydropyrazino[1,2-a]indol-2(1H)-yl)-6-(4,4,5,5-tetramethyl-1,3,2-dioxaborolan-2-yl)benzyl acetate 210d and 209 mg 5-bromo-1-methyl-3-(2-methyl-1,2,3,4-tetrahydroisoquinolin-6-ylamino)pyrazin-2(1H)-one 221b were reacted to give 283a as a yellow solid (217 mg, 58%). MS: [M+H]+ 699 Starting materials: [O-]CC.[Na+] (sodium ethoxide), Cl (HCl), O=C1NC2=CC(=CC=C2C1)C(=O)C=1C=C(C=CC1)NC(=O)C=1C=NN(C1Cl)C (5-Chloro-1-methyl-1H-pyrazole-4-carboxylic acid [3-(2-oxo-2,3-dihydro-1H-indole-6-carbonyl)-phenyl]-amide), C(=O)OCC (ethyl formate). Solvent: C(C)O (ethanol), CCO (EtOH), C(C)O (ethanol). Run at temperature 78 celsius. Yields the product OC=C1C(NC2=CC(=CC=C12)C(=O)C=1C=C(C=CC1)NC(=O)C=1C=NN(C1Cl)C)=O (5-Chloro-1-methyl-1H-pyrazole-4-carboxylic acid [3-(3-hydroxymethylene-2-oxo-2,3-dihydro-1H-indole-6-carbonyl)-phenyl]-amide). Isolated yield 65.3%. As a reaction SMILES: [O:1]=[C:2]1[CH2:10][C:9]2[C:4](=[CH:5][C:6]([C:11]([C:13]3[CH:14]=[C:15]([NH:19][C:20]([C:22]4[CH:23]=[N:24][N:25]([CH3:28])[C:26]=4[Cl:27])=[O:21])[CH:16]=[CH:17][CH:18]=3)=[O:12])=[CH:7][CH:8]=2)[NH:3]1.[CH:29](OCC)=[O:30].[O-]CC.[Na+].Cl>C(O)C>[OH:30][CH:29]=[C:10]1[C:9]2[C:4](=[CH:5][C:6]([C:11]([C:13]3[CH:14]=[C:15]([NH:19][C:20]([C:22]4[CH:23]=[N:24][N:25]([CH3:28])[C:26]=4[Cl:27])=[O:21])[CH:16]=[CH:17][CH:18]=3)=[O:12])=[CH:7][CH:8]=2)[NH:3][C:2]1=[O:1] |f:2.3|. Procedure: 5-Chloro-1-methyl-1H-pyrazole-4-carboxylic acid [3-(2-oxo-2,3-dihydro-1H-indole-6-carbonyl)-phenyl]-amide (0.150 g, 0.380 mmol) and ethyl formate (0.090 mL, 1.12 mmol) were dissolved in anhydrous ethanol (4 mL). The resulting solution was treated in dropwise fashion with a 21 wt % solution of sodium ethoxide in ethanol (0.71 mL, 1.9 mmol). This reaction mixture was heated at 78° C. for 0.5 h, producing a black oil. Subsequently, the reaction mixture was cooled to room temperature, and then the r... Starting materials: FC1(COC1)C=1C(=CC(=NC1)C(=O)O)OCC(F)(F)F (5-(3-fluorooxetan-3-yl)-4-(2,2,2-trifluoroethoxy)pyridine-2-carboxylic acid), C1(CC1)CC(C1=NOC(=N1)C)(C)N (2-Cyclopropyl-1-methyl-1-(5-methyl-[1,2,4]oxadiazol-3-yl)-ethylamine). The product is C1(CC1)CC(C)(C1=NOC(=N1)C)NC(=O)C1=NC=C(C(=C1)OCC(F)(F)F)C1(COC1)F (N-[1-cyclopropyl-2-(5-methyl-1,2,4-oxadiazol-3-yl)propan-2-yl]-5-(3-fluorooxetan-3-yl)-4-(2,2,2-trifluoroethoxy)pyridine-2-carboxamide). Reaction SMILES: [F:1][C:2]1([C:6]2[C:7]([O:15][CH2:16][C:17]([F:20])([F:19])[F:18])=[CH:8][C:9]([C:12]([OH:14])=O)=[N:10][CH:11]=2)[CH2:5][O:4][CH2:3]1.[CH:21]1([CH2:24][C:25]([NH2:33])([CH3:32])[C:26]2[N:30]=[C:29]([CH3:31])[O:28][N:27]=2)[CH2:23][CH2:22]1>>[CH:21]1([CH2:24][C:25]([NH:33][C:12]([C:9]2[CH:8]=[C:7]([O:15][CH2:16][C:17]([F:20])([F:19])[F:18])[C:6]([C:2]3([F:1])[CH2:3][O:4][CH2:5]3)=[CH:11][N:10]=2)=[O:14])([C:26]2[N:30]=[C:29]([CH3:31])[O:28][N:27]=2)[CH3:32])[CH2:23][CH2:22]1. Reported procedure: The title compound was synthesized in analogy to Example 112e, using 5-(3-fluorooxetan-3-yl)-4-(2,2,2-trifluoroethoxy)pyridine-2-carboxylic acid (Example 131b) and 2-Cyclopropyl-1-methyl-1-(5-methyl-[1,2,4]oxadiazol-3-yl)-ethylamine (example 66e) as starting materials and isolated (42 mg, 54%); MS (ESI, m/z): 459.6 (M+H+). Reactants: O=C(c1cc(Br)ccc1F)N1CCNCC1c1ccc(F)cc1, CC(=O)O[BH-](OC(C)=O)OC(C)=O, C=O, CO, [Na+]. The product is CN1CCN(C(=O)c2cc(Br)ccc2F)C(c2ccc(F)cc2)C1. RXN SMILES: [Br:3][c:4]1[cH:5][cH:6][c:7]([F:25])[c:8]([C:10](=[O:11])[N:12]2[CH:13]([c:18]3[cH:19][cH:20][c:21]([F:24])[cH:22][cH:23]3)[CH2:14][NH:15][CH2:16][CH2:17]2)[cH:9]1.[C:26]([O:27][BH-:28]([O:29][C:30](=[O:31])[CH3:32])[O:33][C:34](=[O:35])[CH3:36])(=[O:37])[CH3:38].[CH2:1]=[O:2].[CH3:40][OH:41].[Na+:39]>>[Br:3][c:4]1[cH:5][cH:6][c:7]([F:25])[c:8]([C:10](=[O:11])[N:12]2[CH:13]([c:18]3[cH:19][cH:20][c:21]([F:24])[cH:22][cH:23]3)[CH2:14][N:15]([CH3:26])[CH2:16][CH2:17]2)[cH:9]1. The reactants are allyl ester, C(C)(=O)C1=CC=C(C(=O)OCC=C)C=C1 (Allyl 4 -acetylbenzoate), CO (methyl alcohol), C1CCOC1 (THF), [BH4-].[Na+] (sodium borohydride). Solvent: O (water). Conditions: time 1 hour. Product: OC(C)C1=CC=C(C(=O)OCC=C)C=C1 (Allyl 4-(1-hydroxyethyl)benzoate). As a reaction SMILES: [C:1]([C:4]1[CH:15]=[CH:14][C:7]([C:8]([O:10][CH2:11][CH:12]=[CH2:13])=[O:9])=[CH:6][CH:5]=1)(=[O:3])[CH3:2].CO.C1COCC1.[BH4-].[Na+]>O>[OH:3][CH:1]([C:4]1[CH:15]=[CH:14][C:7]([C:8]([O:10][CH2:11][CH:12]=[CH2:13])=[O:9])=[CH:6][CH:5]=1)[CH3:2] |f:3.4|. Procedure: 3.1 g (15 mmol) of the allyl ester obtained above in (a), 20 ml of methyl alcohol and 20 ml of THF are introduced into a round-bottomed flask. While cooling in an icebath, 285 mg (7.5 mmol) of sodium borohydride are added in small portions and the mixture is stirred at room temperature for one hour. The reaction medium is poured into water, the mixture is extracted with ethyl ether and the organic phase is separated after settling has taken place, then dried over magnesium sulphate and evaporate... The reactants are NC1=NC(=C(C(N1C)=O)C1=CNC(C=C1)=O)C1=CC(=CC=C1)F (2-amino-6-(3-fluorophenyl)-3-methyl-5-(6-oxo-1,6-dihydro-3-pyridinyl)-3,4-dihydro-4-pyrimidinone), C([O-])([O-])=O.[K+].[K+] (potassium carbonate), IC (iodomethane). Solvent: CS(=O)C (dimethyl sulfoxide). Reaction conditions: temperature 50 celsius, time 16 hour. Product: NC1=NC(=C(C(N1C)=O)C1=CN(C(C=C1)=O)C)C1=CC(=CC=C1)F (2-Amino-6-(3-fluorophenyl)-3-methyl-5-(1-methyl-6-oxo-1,6-dihydro-3-pyridinyl)-3,4-dihydro-4-pyrimidinone). Yield: 20.4%. Reaction SMILES: [NH2:1][C:2]1[N:7]([CH3:8])[C:6](=[O:9])[C:5]([C:10]2[CH:15]=[CH:14][C:13](=[O:16])[NH:12][CH:11]=2)=[C:4]([C:17]2[CH:22]=[CH:21][CH:20]=[C:19]([F:23])[CH:18]=2)[N:3]=1.[C:24](=O)([O-])[O-].[K+].[K+].IC>CS(C)=O>[NH2:1][C:2]1[N:7]([CH3:8])[C:6](=[O:9])[C:5]([C:10]2[CH:15]=[CH:14][C:13](=[O:16])[N:12]([CH3:24])[CH:11]=2)=[C:4]([C:17]2[CH:22]=[CH:21][CH:20]=[C:19]([F:23])[CH:18]=2)[N:3]=1 |f:1.2.3|. Procedure details: To a solution of 2-amino-6-(3-fluorophenyl)-3-methyl-5-(6-oxo-1,6-dihydro-3-pyridinyl)-3,4-dihydro-4-pyrimidinone (20 mg, 0.06 mmol) in dimethyl sulfoxide (1 mL) were added potassium carbonate (20 mg, 0.12 mmol) and iodomethane (20 μL, 0.30 mmol), followed by stirring at 50° C. for 16 hours. After filtering off the insoluble matters, the filtrate was purified by HPLC, to give the title compound (4 mg).